This data is from the Open Reaction Database (ORD), a public repository of structured organic reaction records. The task is: describe an organic reaction: reactants, conditions, products, and yield Reactants: NCCNC(=O)C=1C=NC=CC1 (N-(2-aminoethyl)pyridine-3-carboxamide), C(C1=CC=CC=C1)=O (benzaldehyde). Solvent: C(C)O (ethanol). Run at time 1 hour. Yields the product C(C1=CC=CC=C1)NCCNC(=O)C=1C=NC=CC1 (N-[2-(benzylamino)ethyl]pyridine-3-carboxamide). Reaction SMILES: [NH2:1][CH2:2][CH2:3][NH:4][C:5]([C:7]1[CH:8]=[N:9][CH:10]=[CH:11][CH:12]=1)=[O:6].[CH:13](=O)[C:14]1[CH:19]=[CH:18][CH:17]=[CH:16][CH:15]=1>C(O)C>[CH2:13]([NH:1][CH2:2][CH2:3][NH:4][C:5]([C:7]1[CH:8]=[N:9][CH:10]=[CH:11][CH:12]=1)=[O:6])[C:14]1[CH:19]=[CH:18][CH:17]=[CH:16][CH:15]=1. Reported procedure: A solution of N-(2-aminoethyl)pyridine-3-carboxamide (26.5 g.) and benzaldehyde (16.35 ml.) in ethanol (220 ml.) was kept for 48 hours. A small quantity of solid was removed by filtration. Sodium borohydride (6.1 g.) was then added to the filtrate which was stirred for 1 hour. Glacial acetic acid was then added cautiously until the solution was neutral. The solution was diluted with water (100 ml.) and basified with 2M sodium hydroxide. The mixture was extracted with ethyl acetate (3×200 ml.) an... The reactants are C(CCC)N1C(N(C(C=C1NNC(=S)NCC(=O)OCC)=O)CCC)=O (1-butyl-6-(4-ethoxycarbonylmethylthiosemicarbazido)-3-propylpyrimidine-2,4(1H,3H)-dione), ClN1C(CCC1=O)=O (N-chlorosuccinimide), CCCCCC (hexane). Solvent: C(Cl)(Cl)Cl (chloroform). Conditions: time 1 hour. The product is C(CCC)N1C(N(C(C2=C1NN=C2NCC(=O)OCC)=O)CCC)=O (7-Butyl-3-ethoxycarbonylmethylamino-5-propylpyrazolo[3,4-d]pyrimidine-4,6(5H,7H)-dione). RXN SMILES: ClN1C(=O)CCC1=O.[CH2:9]([N:13]1[C:18]([NH:19][NH:20][C:21]([NH:23][CH2:24][C:25]([O:27][CH2:28][CH3:29])=[O:26])=S)=[CH:17][C:16](=[O:30])[N:15]([CH2:31][CH2:32][CH3:33])[C:14]1=[O:34])[CH2:10][CH2:11][CH3:12].CCCCCC>C(Cl)(Cl)Cl>[CH2:9]([N:13]1[C:18]2[NH:19][N:20]=[C:21]([NH:23][CH2:24][C:25]([O:27][CH2:28][CH3:29])=[O:26])[C:17]=2[C:16](=[O:30])[N:15]([CH2:31][CH2:32][CH3:33])[C:14]1=[O:34])[CH2:10][CH2:11][CH3:12]. Reported procedure: To a stirred suspension of N-chlorosuccinimide (6.5 g) in chloroform (80 ml) was added in portions 1-butyl-6-(4-ethoxycarbonylmethylthiosemicarbazido)-3-propylpyrimidine-2,4(1H,3H)-dione (18 g) under ice-cooling. The mixture was stirred for one hour, followed by addition of hexane (200 ml) to give an insoluble product. The insoluble product was filtered off.